Dataset: the Open Reaction Database (ORD), a public repository of structured organic reaction records. Task: describe an organic reaction: reactants, conditions, products, and yield Reactants: [Al+3], C1CCOC1, CCOC(=O)Cn1c(Oc2ccc(-n3c(=O)n(CC)c4cccnc43)cc2)nc2ccccc21, [Ca+2], [Cl-], [Cl-], [H-], [H-], [H-], [H-], [Li+]. The product is CCn1c(=O)n(-c2ccc(Oc3nc4ccccc4n3CCO)cc2)c2ncccc21. Reaction SMILES: [Al+3:2].[CH2:44]1[O:45][CH2:46][CH2:47][CH2:48]1.[CH2:7]([CH3:8])[n:9]1[c:10](=[O:40])[n:11](-[c:18]2[cH:19][cH:20][c:21]([O:22][c:23]3[n:24][c:25]4[c:26]([n:27]3[CH2:28][C:29](=[O:30])[O:31][CH2:32][CH3:33])[cH:34][cH:35][cH:36][cH:37]4)[cH:38][cH:39]2)[c:12]2[n:13][cH:14][cH:15][cH:16][c:17]12.[Ca+2:42].[Cl-:41].[Cl-:43].[H-:1].[H-:4].[H-:5].[H-:6].[Li+:3]>>[CH2:7]([CH3:8])[n:9]1[c:10](=[O:40])[n:11](-[c:18]2[cH:19][cH:20][c:21]([O:22][c:23]3[n:24][c:25]4[c:26]([n:27]3[CH2:28][CH2:29][OH:30])[cH:34][cH:35][cH:36][cH:37]4)[cH:38][cH:39]2)[c:12]2[n:13][cH:14][cH:15][cH:16][c:17]12.